describe an organic reaction: reactants, conditions, products, and yield From a dataset of the Open Reaction Database (ORD), a public repository of structured organic reaction records. The product is BrC=1N=C(C=2N(C1)C=CN2)NC2=CC=C(C#N)C=C2 (4-(6-Bromo-imidazo[1,2-a]pyrazin-8-ylamino)-benzonitrile). Starting materials: NC1=CC=C(C#N)C=C1 (4-aminobenzonitrile), BrC=1N=C(C=2N(C1)C=CN2)Br (6,8-dibromo-imidazo[1,2-a]pyrazine), C(C)(=O)OCC (ethyl acetate). Reaction SMILES: [NH2:1][C:2]1[CH:9]=[CH:8][C:5]([C:6]#[N:7])=[CH:4][CH:3]=1.[Br:10][C:11]1[N:12]=[C:13](Br)[C:14]2[N:15]([CH:17]=[CH:18][N:19]=2)[CH:16]=1.C(OCC)(=O)C>CN(C=O)C>[Br:10][C:11]1[N:12]=[C:13]([NH:1][C:2]2[CH:9]=[CH:8][C:5]([C:6]#[N:7])=[CH:4][CH:3]=2)[C:14]2[N:15]([CH:17]=[CH:18][N:19]=2)[CH:16]=1. Solvent: CN(C)C=O (DMF). Run at temperature 140 celsius. Reported procedure: A mixture of 4-aminobenzonitrile (220 mg; 1.89 mmol) and 6,8-dibromo-imidazo[1,2-a]pyrazine (500 mg; 1.81 mmol) is slurried in DMF (1 mL) and heated to 140° C. for 20 minutes. The reaction is allowed to cool, and when the bath reaches 75° C., ethyl acetate (40 mL) is added and the slurry is stirred to break up large solid lumps into fine powder. The powdered 4-(6-bromo-imidazo[1,2-a]pyrazin-8-ylamino)-benzonitrile is filtered, washed with diethyl ether (2×50 mL) and dried under vacuum to a fine ... Reactants: CCOC(=O)CCc1ccc(Oc2ncc(S(=O)(=O)Nc3ccc(C(F)(F)F)cc3)cc2Br)cc1, C, CCO, O=C[O-], [NH4+], [Pd]. Yields the product CCOC(=O)CCc1ccc(Oc2ccc(S(=O)(=O)Nc3ccc(C(F)(F)F)cc3)cn2)cc1. As a reaction SMILES: [Br:1][c:2]1[c:3]([O:22][c:23]2[cH:24][cH:25][c:26]([CH2:29][CH2:30][C:31](=[O:32])[O:33][CH2:34][CH3:35])[cH:27][cH:28]2)[n:4][cH:5][c:6]([S:8]([NH:9][c:10]2[cH:11][cH:12][c:13]([C:16]([F:17])([F:18])[F:19])[cH:14][cH:15]2)(=[O:20])=[O:21])[cH:7]1.[C:43].[CH3:40][CH2:41][OH:42].[CH:36]([O-:37])=[O:38].[NH4+:39].[Pd:44]>>[cH:2]1[c:3]([O:22][c:23]2[cH:24][cH:25][c:26]([CH2:29][CH2:30][C:31](=[O:32])[O:33][CH2:34][CH3:35])[cH:27][cH:28]2)[n:4][cH:5][c:6]([S:8]([NH:9][c:10]2[cH:11][cH:12][c:13]([C:16]([F:17])([F:18])[F:19])[cH:14][cH:15]2)(=[O:20])=[O:21])[cH:7]1. The solvent is C(C)OCC (diethyl ether). Procedure details: A mixture of 2-amino-3-(3-chloro-2-fluorobenzyloxy)pyridine (2.00 g, 0.0079 mol), 4chlorophenyl isothiocyanate (1.61 g, 0.0095 mol) and toluene (10 ml) was refluxed for 3 hours, then cooled and treated with diethyl ether to induce crystallisation of the product. Yield2.37 g (71%),m.p. 174°-176 ° C. Starting materials: NC1=NC=CC=C1OCC1=C(C(=CC=C1)Cl)F (2-amino-3-(3-chloro-2-fluorobenzyloxy)pyridine), ClC1=CC=C(C=C1)N=C=S (4chlorophenyl isothiocyanate), C1(=CC=CC=C1)C (toluene). The product is ClC=1C(=C(COC=2C(=NC=CC2)NC(=S)NC2=CC=C(C=C2)Cl)C=CC1)F (N-[3-(3-Chloro-2-fluorobenzyloxy)pyrid-2-yl]-N'-(4-chlorophenyl)thiourea). Reaction SMILES: [NH2:1][C:2]1[C:7]([O:8][CH2:9][C:10]2[CH:15]=[CH:14][CH:13]=[C:12]([Cl:16])[C:11]=2[F:17])=[CH:6][CH:5]=[CH:4][N:3]=1.[Cl:18][C:19]1[CH:24]=[CH:23][C:22]([N:25]=[C:26]=[S:27])=[CH:21][CH:20]=1.C1(C)C=CC=CC=1>C(OCC)C>[Cl:16][C:12]1[C:11]([F:17])=[C:10]([CH:15]=[CH:14][CH:13]=1)[CH2:9][O:8][C:7]1[C:2]([NH:1][C:26]([NH:25][C:22]2[CH:23]=[CH:24][C:19]([Cl:18])=[CH:20][CH:21]=2)=[S:27])=[N:3][CH:4]=[CH:5][CH:6]=1. Reactants: O=C([O-])[O-], CI, CN(C)C=O, [K+], [K+], O=c1[nH]c2cccc(OC3CCCCO3)c2o1, O. Product: Cn1c(=O)oc2c(OC3CCCCO3)cccc21. RXN SMILES: [C:18](=[O:19])([O-:20])[O-:21].[CH3:24][I:25].[CH3:27][N:28]([CH3:29])[CH:30]=[O:31].[K+:22].[K+:23].[O:1]1[CH:2]([O:7][c:8]2[cH:9][cH:10][cH:11][c:12]3[nH:13][c:14](=[O:17])[o:15][c:16]23)[CH2:3][CH2:4][CH2:5][CH2:6]1.[OH2:26]>>[O:1]1[CH:2]([O:7][c:8]2[cH:9][cH:10][cH:11][c:12]3[n:13]([CH3:18])[c:14](=[O:17])[o:15][c:16]23)[CH2:3][CH2:4][CH2:5][CH2:6]1. Starting materials: CCS(=O)c1ncc2cc(-c3ccccc3)c(-c3ccc(C=O)cc3)nc2n1, CN(C)CCN1CCNCC1, C1COCCO1. Yields the product CN(C)CCN1CCN(c2ncc3cc(-c4ccccc4)c(-c4ccc(C=O)cc4)nc3n2)CC1. Reaction SMILES: [CH2:1]([S:2](=[O:3])[c:5]1[n:6][cH:7][c:8]2[c:9]([n:10]1)[n:11][c:12](-[c:21]1[cH:22][cH:23][c:24]([CH:25]=[O:26])[cH:27][cH:28]1)[c:13](-[c:15]1[cH:16][cH:17][cH:18][cH:19][cH:20]1)[cH:14]2)[CH3:4].[CH3:29][N:30]([CH2:31][CH2:32][N:33]1[CH2:34][CH2:35][NH:36][CH2:37][CH2:38]1)[CH3:39].[O:40]1[CH2:41][CH2:42][O:43][CH2:44][CH2:45]1>>[c:5]1([N:36]2[CH2:35][CH2:34][N:33]([CH2:32][CH2:31][N:30]([CH3:29])[CH3:39])[CH2:38][CH2:37]2)[n:6][cH:7][c:8]2[c:9]([n:10]1)[n:11][c:12](-[c:21]1[cH:22][cH:23][c:24]([CH:25]=[O:26])[cH:27][cH:28]1)[c:13](-[c:15]1[cH:16][cH:17][cH:18][cH:19][cH:20]1)[cH:14]2. Reactants: C1(CC1)C#C (cyclopropylacetylene), BrC1=CC2=C(C(=NC=3C(=CNC(C23)=O)I)NC(C(C)(C)C)C)C=C1 (9-bromo-4-iodo-6-[(1,2,2-trimethylpropyl)amino]benzo[c]-1,6-naphthyridin-1(2H)-one), C(C)(C)NC(C)C (diisopropylamine), Pd(allyl)Cl, O1C(=CC=C1)P(C=1OC=CC1)C=1OC=CC1 (tri(2-furyl)phosphine). Reagents/catalysts: [Cu]I (copper(I) iodide). Run in C(C)(=O)OCC (ethyl acetate). Reaction conditions: temperature 45 celsius, time 30 minute. The product is BrC1=CC2=C(C(=NC=3C(=CNC(C23)=O)C#CC2CC2)NC(C(C)(C)C)C)C=C1 (9-bromo-4-(cyclopropylethynyl)-6-[(1,2,2-trimethylpropyl)amino]benzo[c]-1,6-naphthyridin-1(2H)-one). As a reaction SMILES: [Br:1][C:2]1[CH:24]=[CH:23][C:5]2[C:6]([NH:16][CH:17]([CH3:22])[C:18]([CH3:21])([CH3:20])[CH3:19])=[N:7][C:8]3[C:9](I)=[CH:10][NH:11][C:12](=[O:14])[C:13]=3[C:4]=2[CH:3]=1.O1C=CC=C1P(C1OC=CC=1)C1OC=CC=1.C(NC(C)C)(C)C.[CH:48]1([C:51]#[CH:52])[CH2:50][CH2:49]1>[Cu]I.C(OCC)(=O)C>[Br:1][C:2]1[CH:24]=[CH:23][C:5]2[C:6]([NH:16][CH:17]([CH3:22])[C:18]([CH3:21])([CH3:20])[CH3:19])=[N:7][C:8]3[C:9]([C:52]#[C:51][CH:48]4[CH2:50][CH2:49]4)=[CH:10][NH:11][C:12](=[O:14])[C:13]=3[C:4]=2[CH:3]=1. Procedure details: 9-bromo-4-iodo-6-[(1,2,2-trimethylpropyl)amino]benzo[c]-1,6-naphthyridin-1(2H)-one (5.03 g, 10.06 mmol), copper(I) iodide (0.230 g, 1.207 mmol), Pd(allyl)Cl dimer (0.221 g, 0.603 mmol) and tri(2-furyl)phosphine (0.280 g, 1.207 mmol) were combined in a 10-dram vial that was then flushed with nitrogen and kept under a nitrogen atmosphere. MeCN (101 ml) was then added followed by diisopropylamine (4.30 ml, 30.2 mmol) and cyclopropylacetylene (2.57 ml, 30.2 mmol). The resulting solution was then hea... Starting materials: N1[C@H](C(=O)N[C@@H](CC2=CC=CC=C2)C(=O)N[C@@H](CC2=CNC=N2)C(=O)N[C@@H](CC(C)C)[C@@H](O)CC(=O)N[C@@H](C)C(=O)N[C@@H](CC(C)C)[C@@H](O)CC(=O)OC)CCC1 (H-Pro-Phe-His-Sta-Ala-Sta-OMe), N (ammonia). Conditions: time 48 hour. Product: N1[C@H](C(=O)N[C@@H](CC2=CC=CC=C2)C(=O)N[C@@H](CC2=CNC=N2)C(=O)N[C@@H](CC(C)C)[C@@H](O)CC(=O)N[C@@H](C)C(=O)N[C@@H](CC(C)C)[C@@H](O)CC(=O)N)CCC1 (H-Pro-Phe-His-Sta-Ala-Sta-NH2). RXN SMILES: [NH:1]1[CH2:57][CH2:56][CH2:55][C@H:2]1[C:3]([NH:5][C@H:6]([C:14]([NH:16][C@H:17]([C:24]([NH:26][C@H:27]([C@H:32]([CH2:34][C:35]([NH:37][C@H:38]([C:40]([NH:42][C@H:43]([C@H:48]([CH2:50][C:51](OC)=[O:52])[OH:49])[CH2:44][CH:45]([CH3:47])[CH3:46])=[O:41])[CH3:39])=[O:36])[OH:33])[CH2:28][CH:29]([CH3:31])[CH3:30])=[O:25])[CH2:18][C:19]1[N:23]=[CH:22][NH:21][CH:20]=1)=[O:15])[CH2:7][C:8]1[CH:13]=[CH:12][CH:11]=[CH:10][CH:9]=1)=[O:4].[NH3:58]>>[NH:1]1[CH2:57][CH2:56][CH2:55][C@H:2]1[C:3]([NH:5][C@H:6]([C:14]([NH:16][C@H:17]([C:24]([NH:26][C@H:27]([C@H:32]([CH2:34][C:35]([NH:37][C@H:38]([C:40]([NH:42][C@H:43]([C@H:48]([CH2:50][C:51]([NH2:58])=[O:52])[OH:49])[CH2:44][CH:45]([CH3:46])[CH3:47])=[O:41])[CH3:39])=[O:36])[OH:33])[CH2:28][CH:29]([CH3:30])[CH3:31])=[O:25])[CH2:18][C:19]1[N:23]=[CH:22][NH:21][CH:20]=1)=[O:15])[CH2:7][C:8]1[CH:9]=[CH:10][CH:11]=[CH:12][CH:13]=1)=[O:4]. Procedure: 40 mg of H-Pro-Phe-His-Sta-Ala-Sta-OMe are dissolved in 10 ml of saturated methanolic ammonia solution. The solution is left to stand for 48 hours at room temperature, then the solvent is removed in a rotary evaporator and the residue is chromatographed over silica gel in the system chloroform/methanol/concentrated aqueous ammonia solution (40:10:1). The main fractions are combined and concentrated by evaporation. After drying the residue in a high vacuum, H-Pro-Phe-His-Sta-Ala-Sta-NH2 (cf. Exam...